Dataset: the Open Reaction Database (ORD), a public repository of structured organic reaction records. Task: describe an organic reaction: reactants, conditions, products, and yield The reactants are C1(=CC=CC=C1)B(O)O (Phenylboronic acid), NC1=CC(=NC=C1C)Cl (4-Amino-2-chloro-5-methylpyridine), C(=O)([O-])[O-].[Na+].[Na+] (Na2CO3). The reagents and catalysts are C=1C=CC(=CC1)[P](C=2C=CC=CC2)(C=3C=CC=CC3)[Pd]([P](C=4C=CC=CC4)(C=5C=CC=CC5)C=6C=CC=CC6)([P](C=7C=CC=CC7)(C=8C=CC=CC8)C=9C=CC=CC9)[P](C=1C=CC=CC1)(C=1C=CC=CC1)C=1C=CC=CC1 (Pd(PPh3)4). Solvent: C(C)(=O)OCC (ethyl acetate), C1=CC=CC=C1 (benzene). The product is NC1=CC(=NC=C1C)C1=CC=CC=C1 (4-Amino-5-methyl-2-phenylpyridine). Yield: 62.1%. Reaction SMILES: [C:1]1(B(O)O)[CH:6]=[CH:5][CH:4]=[CH:3][CH:2]=1.[NH2:10][C:11]1[C:16]([CH3:17])=[CH:15][N:14]=[C:13](Cl)[CH:12]=1.C([O-])([O-])=O.[Na+].[Na+]>C1C=CC=CC=1.C(OCC)(=O)C.C1C=CC([P]([Pd]([P](C2C=CC=CC=2)(C2C=CC=CC=2)C2C=CC=CC=2)([P](C2C=CC=CC=2)(C2C=CC=CC=2)C2C=CC=CC=2)[P](C2C=CC=CC=2)(C2C=CC=CC=2)C2C=CC=CC=2)(C2C=CC=CC=2)C2C=CC=CC=2)=CC=1>[NH2:10][C:11]1[C:16]([CH3:17])=[CH:15][N:14]=[C:13]([C:1]2[CH:6]=[CH:5][CH:4]=[CH:3][CH:2]=2)[CH:12]=1 |f:2.3.4,^1:40,42,61,80|. Procedure details: Phenylboronic acid (188 mg, 1.5 mmol, 1.1 equiv.) and 11 (200 mg, 1.4 mmol, 1.0 equiv.) were dissolved in benzene (5 mL). Aqueous Na2CO3 (1 mL) was then added, followed by Pd(PPh3)4 (324 mg, 0.28 mmol, 0.2 equiv.). The resulting mixture was refluxed for 16 hours. The reaction mixture was dissolved in ethyl acetate and washed with water. The organic extract was dried over Na2SO4 and the solvent evaporated. The crude material was purified by reverse phase HPLC (Acetonitrile/water/TFA), to give 12 ... Reactants: COP(OC)C1=CC=CC=C1 (dimethylphenylphosphonite), CI (methyl iodide), C1(=CC=CC=C1)C (toluene), CI (methyl iodide), P([O-])[O-] (phosphonite), COP(OC)C1=CC=CC=C1 (dimethylphenylphosphonite), resultant solution. Conditions: temperature 110 celsius. The product is C1(=CC=CC=C1)CP(OC)=O (methyl phenylmethylphosphinate). The yield is 96.0%. RXN SMILES: [CH3:1][O:2][P:3](C1C=CC=CC=1)[O:4]C.CI.P([O-])[O-].[C:17]1([CH3:23])[CH:22]=[CH:21][CH:20]=[CH:19][CH:18]=1>>[C:17]1([CH2:23][PH:3](=[O:4])[O:2][CH3:1])[CH:22]=[CH:21][CH:20]=[CH:19][CH:18]=1. Reported procedure: To a suitable vessel equipped with a stirring means, a temperature measuring means and a material addition means was charged 11 parts dimethylphenylphosphonite, 2.5 parts methyl iodide and 9 parts toluene. The resultant solution was slowly heated. The reaction is exothermic and the temperature increases to about 110° C., the reaction mixture is maintained at a temperature of about 100°-120° C., and an additional 185 parts dimethylphenylphosphonite slowly added. Additional amounts of methyl iodid... Starting materials: O (water), ClC=1C=C(C(=CC1OC1=CC=C(C=C1)C(F)(F)F)N)N (4-chloro-5-[4-(trifluoromethyl)phenoxy]benzene-1,2-diamine), FC(C(C(=O)O)(F)F)(F)F (pentafluoropropanoic acid), C([O-])(O)=O.[Na+] (sodium bicarbonate). RXN SMILES: [Cl:1][C:2]1[CH:3]=[C:4]([NH2:20])[C:5]([NH2:19])=[CH:6][C:7]=1[O:8][C:9]1[CH:14]=[CH:13][C:12]([C:15]([F:18])([F:17])[F:16])=[CH:11][CH:10]=1.O.C(=O)(O)[O-].[Na+].[F:27][C:28]([F:36])([F:35])[C:29]([F:34])([F:33])[C:30](O)=O>>[Cl:1][C:2]1[C:7]([O:8][C:9]2[CH:14]=[CH:13][C:12]([C:15]([F:18])([F:16])[F:17])=[CH:11][CH:10]=2)=[CH:6][C:5]2[NH:19][C:30]([C:29]([F:34])([F:33])[C:28]([F:36])([F:35])[F:27])=[N:20][C:4]=2[CH:3]=1 |f:2.3|. Reported procedure: A solution of 4-chloro-5-[4-(trifluoromethyl)phenoxy]benzene-1,2-diamine (200 mg, 0.66 mmol) in pentafluoropropanoic acid (2 ml) was stirred overnight at 80° C. in an oil bath. The solution was poured into water (50 ml), adjusted pH to 8 with sodium bicarbonate (sat) and extracted with ethyl acetate (3×50 ml). The combined organic layers were dried over anhydrous sodium sulfate and concentrated under vacuum to give a residue, which was purified by a silica gel column with 8% ethyl acetate in pet... The yield is 49.7%. Product: ClC1=CC2=C(NC(=N2)C(C(F)(F)F)(F)F)C=C1OC1=CC=C(C=C1)C(F)(F)F (5-chloro-2-(pentafluoroethyl)-6-[4-(trifluoromethyl)phenoxy]-1H-1,3-benzodiazole). Starting materials: CC(COCC(C)OCC(C)OCC(C)N)N (JEFFAMINE), O=C=NC1CC(CN=C=O)(CC(C1)(C)C)C (Isophorone diisocyanate). Run in CC(C)O (i-PrOH). Yields the product CC1(CC(CC(C1)(C)CN=C=O)N=C=O)C.CC(COCC(C)OCC(C)OCC(C)N)N (IPDI JEFFAMINE). RXN SMILES: [CH3:1][CH:2]([NH2:17])[CH2:3][O:4][CH2:5][CH:6]([O:8][CH2:9][CH:10]([O:12][CH2:13][CH:14]([NH2:16])[CH3:15])[CH3:11])[CH3:7].[O:18]=[C:19]=[N:20][CH:21]1[CH2:30][C:29]([CH3:32])([CH3:31])[CH2:28][C:23]([CH3:33])([CH2:24][N:25]=[C:26]=[O:27])[CH2:22]1>CC(O)C>[CH3:31][C:29]1([CH3:32])[CH2:28][C:23]([CH2:24][N:25]=[C:26]=[O:27])([CH3:33])[CH2:22][CH:21]([N:20]=[C:19]=[O:18])[CH2:30]1.[CH3:1][CH:2]([NH2:17])[CH2:3][O:4][CH2:5][CH:6]([O:8][CH2:9][CH:10]([O:12][CH2:13][CH:14]([NH2:16])[CH3:15])[CH3:11])[CH3:7] |f:3.4|. Procedure: A mixture of JEFFAMINE® D-400 (160 g, 0.40 m) and i-PrOH (120) was charged into a flask. Isophorone diisocyanate (44.4 g, 0.20) was added dropwise at 20°-25° C. over a 1 hour period of time. The solvent in the product solution was removed by using a high vacuum. The resulting product was a colorless semisolid at room temperature. The analysis of amine indicated 1.59 meq/g. Reactants: CC(=O)O[BH-](OC(C)=O)OC(C)=O, CCOC(C)=O, O=CC1(NC(=O)OCc2ccccc2)CC1, [Cl-], [Cl-], ClCCl, Cl, COC(=O)C(N)CC(C)C, [Na+], [Zn+2]. Product: COC(=O)C(CC(C)C)NCC1(NC(=O)OCc2ccccc2)CC1. Reaction SMILES: [C:12]([O:13][BH-:14]([O:15][C:16](=[O:17])[CH3:18])[O:19][C:20](=[O:21])[CH3:22])(=[O:23])[CH3:24].[CH3:45][CH2:46][O:47][C:48](=[O:49])[CH3:50].[CH:29](=[O:30])[C:31]1([NH:34][C:35]([O:36][CH2:37][c:38]2[cH:39][cH:40][cH:41][cH:42][cH:43]2)=[O:44])[CH2:32][CH2:33]1.[Cl-:51].[Cl-:53].[Cl:26][CH2:27][Cl:28].[ClH:1].[NH2:2][CH:3]([CH2:4][CH:5]([CH3:6])[CH3:7])[C:8](=[O:9])[O:10][CH3:11].[Na+:25].[Zn+2:52]>>[NH:2]([CH:3]([CH2:4][CH:5]([CH3:6])[CH3:7])[C:8](=[O:9])[O:10][CH3:11])[CH2:29][C:31]1([NH:34][C:35]([O:36][CH2:37][c:38]2[cH:39][cH:40][cH:41][cH:42][cH:43]2)=[O:44])[CH2:32][CH2:33]1. As a reaction SMILES: [Br:20][c:21]1[c:22](=[O:33])[n:23]([CH2:27][C:28](=[O:29])[O:30][CH2:31][CH3:32])[cH:24][cH:25][n:26]1.[C:1]([CH3:2])([CH3:3])([CH3:4])[O:5][C:6](=[O:7])[N:8]1[CH2:9][CH:10]([NH2:19])[CH:11]([c:13]2[n:14][cH:15][cH:16][cH:17][cH:18]2)[CH2:12]1.[CH3:43][c:44]1[cH:45][cH:46][cH:47][cH:48][cH:49]1.[CH3:50][CH2:51][O:52][C:53]([CH3:54])=[O:55].[CH:34]([N:35]([CH2:36][CH3:37])[CH:38]([CH3:39])[CH3:40])([CH3:41])[CH3:42]>>[C:1]([CH3:2])([CH3:3])([CH3:4])[O:5][C:6](=[O:7])[N:8]1[CH2:9][CH:10]([NH:19][c:21]2[c:22](=[O:33])[n:23]([CH2:27][C:28](=[O:29])[O:30][CH2:31][CH3:32])[cH:24][cH:25][n:26]2)[CH:11]([c:13]2[n:14][cH:15][cH:16][cH:17][cH:18]2)[CH2:12]1. Product: CCOC(=O)Cn1ccnc(NC2CN(C(=O)OC(C)(C)C)CC2c2ccccn2)c1=O. Starting materials: CCOC(=O)Cn1ccnc(Br)c1=O, CC(C)(C)OC(=O)N1CC(N)C(c2ccccn2)C1, Cc1ccccc1, CCOC(C)=O, CCN(C(C)C)C(C)C.